This data is from the Open Reaction Database (ORD), a public repository of structured organic reaction records. The task is: describe an organic reaction: reactants, conditions, products, and yield Reactants: [N+](=[N-])=C1C(CCCCCCC1)C1CCCCCCCC1 (diazobicyclononane), C(C)OC(=O)CC(C(C#N)Br)(C)C (3-bromo-3-cyano-2,2-dimethyl-propane-1-carboxylic acid ethyl ester). Run in alcohol, O (water). Conditions: temperature 20 celsius. Product: C(C)OC(=O)C1C(C1(C)C)C#N (2-cyano-3,3-dimethyl-cyclopropane-1-carboxylic acid ethyl ester). The yield is 74.8%. RXN SMILES: [N+](=C1CCCCCCCC1C1CCCCCCCC1)=[N-].[CH2:21]([O:23][C:24]([CH2:26][C:27]([CH3:33])([CH3:32])[CH:28](Br)[C:29]#[N:30])=[O:25])[CH3:22]>O>[CH2:21]([O:23][C:24]([CH:26]1[C:27]([CH3:33])([CH3:32])[CH:28]1[C:29]#[N:30])=[O:25])[CH3:22]. Reported procedure: 14.8 g (0.12 mol) of diazobicyclononane were added dropwise to a solution of 24.8 g (0.1 mol) of 3-bromo-3-cyano-2,2-dimethyl-propane-1-carboxylic acid ethyl ester in 100 ml of alcohol at 20° C. The mixture was then warmed to 50°-60° C. for 3 hours and cooled to 20° C., and 200 ml of water were added to the reaction mixture. The mixture was extracted twice with 100 ml of methylene chloride each time. The combined methylene chloride extracts were washed twice with 50 ml of 5% strength hydrochlori... Starting materials: C(C)C=1C=C(C=C2C(=NNC12)C)CC(C1=NN=NN1)NC(=O)N1CCC(CC1)N1C(NC2=CC=CC=C2C1)=O (4-(2-oxo-1,4-dihydro-2H-quinazolin-3-yl)-piperidine-1-carboxylic acid [2-(7-ethyl-3-methyl-1H-indazol-5-yl)-1-(1H-tetrazol-5-yl)-ethyl]-amide), C([O-])([O-])=O.[Na+].[Na+] (sodium carbonate), C(C1=CC=CC=C1)Br (benzyl bromide). Run in CS(=O)C (dimethylsulfoxide), O (water). Run at time 8 hour. Yields the product C(C1=CC=CC=C1)N1N=NN=C1C(CC=1C=C2C(=NNC2=C(C1)CC)C)NC(=O)N1CCC(CC1)N1C(NC2=CC=CC=C2C1)=O ((±)-4-(2-Oxo-1,4-dihydro-2H-quinazolin-3-yl)-piperidine-1-carboxylic acid [1-(1-benzyl-1H-tetrazol-5-yl)-2-(7-ethyl-3-methyl-1H-indazol-5-yl)-ethyl]-amide). As a reaction SMILES: [CH2:1]([C:3]1[CH:4]=[C:5]([CH2:13][CH:14]([NH:20][C:21]([N:23]2[CH2:28][CH2:27][CH:26]([N:29]3[CH2:38][C:37]4[C:32](=[CH:33][CH:34]=[CH:35][CH:36]=4)[NH:31][C:30]3=[O:39])[CH2:25][CH2:24]2)=[O:22])[C:15]2[NH:19][N:18]=[N:17][N:16]=2)[CH:6]=[C:7]2[C:11]=1[NH:10][N:9]=[C:8]2[CH3:12])[CH3:2].C(=O)([O-])[O-].[Na+].[Na+].[CH2:46](Br)[C:47]1[CH:52]=[CH:51][CH:50]=[CH:49][CH:48]=1>CS(C)=O.O>[CH2:46]([N:19]1[C:15]([CH:14]([NH:20][C:21]([N:23]2[CH2:24][CH2:25][CH:26]([N:29]3[CH2:38][C:37]4[C:32](=[CH:33][CH:34]=[CH:35][CH:36]=4)[NH:31][C:30]3=[O:39])[CH2:27][CH2:28]2)=[O:22])[CH2:13][C:5]2[CH:6]=[C:7]3[C:11](=[C:3]([CH2:1][CH3:2])[CH:4]=2)[NH:10][N:9]=[C:8]3[CH3:12])=[N:16][N:17]=[N:18]1)[C:47]1[CH:52]=[CH:51][CH:50]=[CH:49][CH:48]=1 |f:1.2.3|. Procedure details: A mixture of 4-(2-oxo-1,4-dihydro-2H-quinazolin-3-yl)-piperidine-1-carboxylic acid [2-(7-ethyl-3-methyl-1H-indazol-5-yl)-1-(1H-tetrazol-5-yl)-ethyl]-amide (30 mg, 0.05 mmol, 1.0 equiv), sodium carbonate (18.0 mg, 3.0 equiv), and benzyl bromide (8 μL, 1.1 equiv) were combined in dimethylsulfoxide and the mixture stirred at room temperature overnight. The mixture was then diluted with water and extracted with ethyl acetate (3×). The combined organic extracts were washed with water (3×), brine (3×)... Run at time 8 hour. Reactants: ClC1=CC=C(C=C1)N=C=S (p-chlorophenyl isothiocyanate), SCC(=O)O (mercaptoacetic acid). Procedure details: A mixture of 27 g. (0.16 m.) of p-chlorophenyl isothiocyanate, 33 ml. (42.5 g., 0.475 m.) of mercaptoacetic acid and 5 drops of triethylamine is heated in a pressure bottle at 120°-130°C. for 21/2 hours. The reaction mixture is allowed to stand at room temperature overnight and filtered. The crude product is recrystallized from ethanol to give 3-(4'-chlorophenyl)-rhodanine, m.p. 124.5°-126°C. As a reaction SMILES: [Cl:1][C:2]1[CH:7]=[CH:6][C:5]([N:8]=[C:9]=[S:10])=[CH:4][CH:3]=1.[SH:11][CH2:12][C:13]([OH:15])=O>C(N(CC)CC)C>[Cl:1][C:2]1[CH:7]=[CH:6][C:5]([N:8]2[C:13](=[O:15])[CH2:12][S:11][C:9]2=[S:10])=[CH:4][CH:3]=1. The product is ClC1=CC=C(C=C1)N1C(SCC1=O)=S (3-(4'-chlorophenyl)-rhodanine). Reagents/catalysts: C(C)N(CC)CC (triethylamine).